The task is: describe an organic reaction: reactants, conditions, products, and yield. This data is from the Open Reaction Database (ORD), a public repository of structured organic reaction records. Starting materials: ClC1=CC=C(N)C=C1 (p-chloro-aniline), C(C)OC(=O)C1=CN=C2N(C1=O)CC(CC2)C (ethyl-7-methyl-4-oxo-6,7,8,9-tetrahydro-4H-pyrido(1,2-a)pyrimidine-3-carboxylate), NC1=CC=CC=C1 (aniline), C(C)OC(=O)C1=CN=C2N(C1=O)C(CCC2)C (ethyl-6-methyl-4-oxo-6,7,8,9-tetrahydro-4H-pyrido(1,2-a)pyrimidine-3-carboxylate). Product: C(C)OC(=O)C1=CN=C2N(C1=O)CC(CC2=NNC2=CC=CC=C2)C (ethyl-9-(phenyl-hydrazono)-7-methyl-4-oxo-6,7,8,9-tetrahydro-4H-pyrido(1,2-a)pyrimidine-3-carboxylate). The yield is 60.2%. As a reaction SMILES: Cl[C:2]1[CH:8]=[CH:7][C:5]([NH2:6])=[CH:4][CH:3]=1.[NH2:9][C:10]1[CH:15]=[CH:14][CH:13]=C[CH:11]=1.[CH2:16]([O:18][C:19]([C:21]1[C:26](=[O:27])[N:25]2C(C)CCC[C:24]2=[N:23][CH:22]=1)=[O:20])[CH3:17].C(OC(C1C(=O)N2CC(C)CCC2=NC=1)=O)C>>[CH2:16]([O:18][C:19]([C:21]1[C:26](=[O:27])[N:25]2[CH2:24][CH:14]([CH3:13])[CH2:15][C:10](=[N:9][NH:6][C:5]3[CH:7]=[CH:8][CH:2]=[CH:3][CH:4]=3)[C:11]2=[N:23][CH:22]=1)=[O:20])[CH3:17]. Procedure: The process according to Example 6 is carried out except that p-chloro-aniline is replaced by aniline and ethyl-6-methyl-4-oxo-6,7,8,9-tetrahydro-4H-pyrido(1,2-a)pyrimidine-3-carboxylate is replaced by ethyl-7-methyl-4-oxo-6,7,8,9-tetrahydro-4H-pyrido(1,2-a)pyrimidine-3-carboxylate, respectively. Thus ethyl-9-(phenyl-hydrazono)-7-methyl-4-oxo-6,7,8,9-tetrahydro-4H-pyrido(1,2-a)pyrimidine-3-carboxylate is obtained with a yield of 60.2%. Mp.: 165°-167° C. Reactants: O=C([O-])[O-], Cc1ccc(=O)[nH]c1C, ClCCl, [K+], [K+], [K+], [OH-], O, O=P(Cl)(Cl)Cl. The product is Cc1ccc(Cl)nc1C. Reaction SMILES: [C:17](=[O:18])([O-:19])[O-:20].[CH3:1][c:2]1[cH:3][cH:4][c:5](=[O:9])[nH:6][c:7]1[CH3:8].[Cl:23][CH2:24][Cl:25].[K+:16].[K+:21].[K+:22].[OH-:15].[OH2:26].[P:10]([Cl:11])([Cl:12])([Cl:13])=[O:14]>>[CH3:1][c:2]1[cH:3][cH:4][c:5]([Cl:12])[n:6][c:7]1[CH3:8].